This data is from the Open Reaction Database (ORD), a public repository of structured organic reaction records. The task is: describe an organic reaction: reactants, conditions, products, and yield Reactants: COc1ccc(Br)c(C(=O)Nc2ccc3c(c2)C(C)(c2ccccc2)CC(C)(C)N3C(C)=O)c1, CCO, COCCOC, [Cs+], [F-], O=C(C=Cc1ccccc1)C=Cc1ccccc1, O=C(C=Cc1ccccc1)C=Cc1ccccc1, O=C(C=Cc1ccccc1)C=Cc1ccccc1, [Pd], [Pd], OB(O)c1ccccc1, c1ccc(P(c2ccccc2)c2ccccc2)cc1. Product: COc1ccc(-c2ccccc2)c(C(=O)Nc2ccc3c(c2)C(C)(c2ccccc2)CC(C)(C)N3C(C)=O)c1. RXN SMILES: [C:1]([CH3:2])(=[O:3])[N:4]1[C:5]([CH3:33])([CH3:34])[CH2:6][C:7]([CH3:26])([c:27]2[cH:28][cH:29][cH:30][cH:31][cH:32]2)[c:8]2[cH:9][c:10]([NH:14][C:15]([c:16]3[c:17]([Br:24])[cH:18][cH:19][c:20]([O:22][CH3:23])[cH:21]3)=[O:25])[cH:11][cH:12][c:13]21.[CH2:65]([OH:66])[CH3:67].[CH2:68]([CH2:69][O:70][CH3:71])[O:72][CH3:73].[Cs+:45].[F-:44].[O:112]=[C:113]([CH:114]=[CH:115][c:116]1[cH:117][cH:118][cH:119][cH:120][cH:121]1)[CH:122]=[CH:123][c:124]1[cH:125][cH:126][cH:127][cH:128][cH:129]1.[O:76]=[C:77]([CH:78]=[CH:79][c:80]1[cH:81][cH:82][cH:83][cH:84][cH:85]1)[CH:86]=[CH:87][c:88]1[cH:89][cH:90][cH:91][cH:92][cH:93]1.[O:94]=[C:95]([CH:96]=[CH:97][c:98]1[cH:99][cH:100][cH:101][cH:102][cH:103]1)[CH:104]=[CH:105][c:106]1[cH:107][cH:108][cH:109][cH:110][cH:111]1.[Pd:74].[Pd:75].[c:35]1([B:41]([OH:42])[OH:43])[cH:36][cH:37][cH:38][cH:39][cH:40]1.[c:46]1([P:47]([c:48]2[cH:49][cH:50][cH:51][cH:52][cH:53]2)[c:54]2[cH:55][cH:56][cH:57][cH:58][cH:59]2)[cH:60][cH:61][cH:62][cH:63][cH:64]1>>[C:1]([CH3:2])(=[O:3])[N:4]1[C:5]([CH3:33])([CH3:34])[CH2:6][C:7]([CH3:26])([c:27]2[cH:28][cH:29][cH:30][cH:31][cH:32]2)[c:8]2[cH:9][c:10]([NH:14][C:15]([c:16]3[c:17](-[c:35]4[cH:36][cH:37][cH:38][cH:39][cH:40]4)[cH:18][cH:19][c:20]([O:22][CH3:23])[cH:21]3)=[O:25])[cH:11][cH:12][c:13]21. The reactants are CC(C)(C)[O-], CCOC(=O)C(CCC#N)N=Cc1ccccc1, FC(F)Cl, [Li+], C1CCOC1. Yields the product CCOC(=O)C(CCC#N)(N=Cc1ccccc1)C(F)F. As a reaction SMILES: [CH3:19][C:20]([CH3:21])([O-:22])[CH3:23].[CH:1]([c:2]1[cH:3][cH:4][cH:5][cH:6][cH:7]1)=[N:8][CH:9]([C:10](=[O:11])[O:12][CH2:13][CH3:14])[CH2:15][CH2:16][C:17]#[N:18].[Cl:25][CH:26]([F:27])[F:28].[Li+:24].[O:29]1[CH2:30][CH2:31][CH2:32][CH2:33]1>>[CH:1]([c:2]1[cH:3][cH:4][cH:5][cH:6][cH:7]1)=[N:8][C:9]([C:10](=[O:11])[O:12][CH2:13][CH3:14])([CH2:15][CH2:16][C:17]#[N:18])[CH:26]([F:27])[F:28]. Reaction conditions: temperature 0 celsius, time 10 minute. Reactants: C(C(=O)Cl)(=O)Cl (oxalyl chloride), [Cl-].[Na+] (sodium chloride), CN(C=O)C (N,N-dimethylformamide), F\C=C(\CO)/CCC1=CC=C(C=C1)F ((E)-2(fluoromethylene)-4-(p-fluorophenyl)butan-1-ol). Procedure: Combine oxalyl chloride (2.71 g, 21.4 mmol) and toluene (20 mL). Cool to 0° C. Add N,N-dimethylformamide (1.62 g, 22.2 mmol) as a solution in toluene (2 mL). Warm to ambient temperature. After 10 minutes, cool to 0° C. Add (E)-2(fluoromethylene)-4-(p-fluorophenyl)butan-1-ol (4.0 g, 20.2 mmol) Warm to ambient temperature. After 18 hours, pour the reaction mixture into a saturated sodium chloride solution (100 mL). Extract the aqueous layer 3 times with toluene. Dry the combined organic layers ove... The product is NC/C(/CCC1=CC=C(C=C1)F)=C/F ((E)-1-amino-2-(fluoromethylene)-4-(p-fluorophenyl)butane). Solvent: C1(=CC=CC=C1)C (toluene), C1(=CC=CC=C1)C (toluene). Reaction SMILES: C(Cl)(=O)C(Cl)=O.C[N:8]([CH3:11])C=O.[F:12]/[CH:13]=[C:14](\[CH2:17][CH2:18][C:19]1[CH:24]=[CH:23][C:22]([F:25])=[CH:21][CH:20]=1)/CO.[Cl-].[Na+]>C1(C)C=CC=CC=1>[NH2:8][CH2:11]/[C:14](=[CH:13]/[F:12])/[CH2:17][CH2:18][C:19]1[CH:24]=[CH:23][C:22]([F:25])=[CH:21][CH:20]=1 |f:3.4|. Yield: 61.1%. Procedure: Compound 7 (215 mg, 0.81 mmol, 1 equiv) was dissolved in DMF (5 mL) and cooled to 0° C. under N2. Sodium hydride, 60% dispersion (36 mg, 0.89 mmol, 1.1 equiv), followed by 4-fluoro-3-(trifluoromethyl)benzaldehyde (311 mg, 1.62 mmol, 2 equiv) were added and the entire reaction mixture was heated to 70° C. for 3 days. The mixture was then partitioned between EtOAc (50 mL) and H2O (50 mL). The organic layer was washed with saturated aqueous NaCl (100 mL), dried over Na2SO4, filtered and concentrate... Starting materials: [H-].[Na+] (Sodium hydride), COC=1C=C2C=C(C(=C(C2=CC1)O)C1=CC=CC=C1)C (6-Methoxy-3-methyl-2-phenyl-1-naphthol), FC1=C(C=C(C=O)C=C1)C(F)(F)F (4-fluoro-3-(trifluoromethyl)benzaldehyde). The product is CC=1C(=C(C2=CC=C(C=C2C1)OC)OC1=C(C=C(C=O)C=C1)C(F)(F)F)C1=CC=CC=C1 (4-{[3-Methyl-6-(methyloxy)-2-phenyl-1-naphthalenyl]oxy}-3-(trifluoromethyl)benzaldehyde). Conditions: temperature 0 celsius. RXN SMILES: [CH3:1][O:2][C:3]1[CH:4]=[C:5]2[C:10](=[CH:11][CH:12]=1)[C:9]([OH:13])=[C:8]([C:14]1[CH:19]=[CH:18][CH:17]=[CH:16][CH:15]=1)[C:7]([CH3:20])=[CH:6]2.[H-].[Na+].F[C:24]1[CH:31]=[CH:30][C:27]([CH:28]=[O:29])=[CH:26][C:25]=1[C:32]([F:35])([F:34])[F:33]>CN(C=O)C>[CH3:20][C:7]1[C:8]([C:14]2[CH:15]=[CH:16][CH:17]=[CH:18][CH:19]=2)=[C:9]([O:13][C:24]2[CH:31]=[CH:30][C:27]([CH:28]=[O:29])=[CH:26][C:25]=2[C:32]([F:33])([F:35])[F:34])[C:10]2[C:5]([CH:6]=1)=[CH:4][C:3]([O:2][CH3:1])=[CH:12][CH:11]=2 |f:1.2|. The solvent is CN(C)C=O (DMF). The reactants are NC=1SC(=C(N1)CC)C(=O)OCC (ethyl 2-amino-4-ethyl-5-thiazolecarboxylate), cuprous chloride, CaSO, Cl (HCl), N(=O)[O-].[Na+] (NaNO2), Cl (HCl). Run in O (water). Run at time 30 minute. The product is ClC=1SC(=C(N1)CC)C(=O)OCC (Ethyl 2-Chloro-4-Ethyl-5-Thiazolecarboxlate). Reaction SMILES: N[C:2]1[S:3][C:4]([C:9]([O:11][CH2:12][CH3:13])=[O:10])=[C:5]([CH2:7][CH3:8])[N:6]=1.[ClH:14].N([O-])=O.[Na+]>O>[Cl:14][C:2]1[S:3][C:4]([C:9]([O:11][CH2:12][CH3:13])=[O:10])=[C:5]([CH2:7][CH3:8])[N:6]=1 |f:2.3|. Reported procedure: Ethyl 2-chloro 3-oxo-pentanoate is prepared from ethyl 3-oxo-pentanoate and sulfuryl chloride utilizing the procedure of Bankowski et al, Rocz. Chem., Volume 49, Page 1899 (1971). A mixture of 9.2 g (0.0515 mole) of ethyl 2-chloro 3-oxo-pentanoate, 3.92 g (0.0515 mole) of thiourea and 30 ml. of ethanol was held at reflux for 17 hours. Ethanol was removed under reduced pressure and the residue was treated with 300 ml. of saturated sodium bicarbonate solution. The solid precipitate was collected t... The reactants are CC=1C=CC(=C(C1)S(=O)(=O)N=C=O)OCC#C (5-methyl-2-propargyloxyphenylsulfonylisocyanate), NC1=NC(=CC(=N1)Cl)OC (2-amino-4-chloro-6-methoxy-pyrimidine), 1,4-diazadicyclo[2.2.2, CCCCCCCC (octane). The solvent is O1CCCC1 (tetrahydrofuran), O1CCCC1 (tetrahydrofuran). Run at time 18 hour. Product: CC=1C=CC(=C(C1)S(=O)(=O)NC(=O)NC1=NC(=CC(=N1)Cl)OC)OCC#C (N-(5-Methyl-2-propargyloxyphenylsulfonyl)-N'-(4-chloro-6-methoxypyrimidin-2-yl)-urea). Reaction SMILES: [CH3:1][C:2]1[CH:3]=[CH:4][C:5]([O:14][CH2:15][C:16]#[CH:17])=[C:6]([S:8]([N:11]=[C:12]=[O:13])(=[O:10])=[O:9])[CH:7]=1.[NH2:18][C:19]1[N:24]=[C:23]([Cl:25])[CH:22]=[C:21]([O:26][CH3:27])[N:20]=1.CCCCCCCC>O1CCCC1>[CH3:1][C:2]1[CH:3]=[CH:4][C:5]([O:14][CH2:15][C:16]#[CH:17])=[C:6]([S:8]([NH:11][C:12]([NH:18][C:19]2[N:24]=[C:23]([Cl:25])[CH:22]=[C:21]([O:26][CH3:27])[N:20]=2)=[O:13])(=[O:10])=[O:9])[CH:7]=1. Reported procedure: A solution of 9.4 g of crude 5-methyl-2-propargyloxyphenylsulfonylisocyanate in 50 ml of absolute tetrahydrofuran is added dropwise at room temperature, within 10 minutes, to a solution of 3.7 g of 2-amino-4-chloro-6-methoxy-pyrimidine and 0.1 g of 1,4-diazadicyclo[2.2.2]octane in 60 ml of absolute tetrahydrofuran, in the course of which the temperature rises slightly. The reaction solution is stirred for 18 hours at room temperature; it is then filtered, and concentrated by evaporation. The res... Reactants: C1(=CC=CC=C1)C1(CCS(C2CNCC21)=O)C2=CC=CC=C2 ((1RS,4aRS,7aRS)-4,4-diphenylperhydrothiopyrano[2,3-c]-pyrrole 1-oxide), CN(CC(C)OC1=C(C=CC=C1)CC(=O)O)C ([(3-dimethylamino-2-propoxy)phenyl]acetic acid). Yields the product CN(CC(C)OC1=C(C=CC=C1)CC(=O)N1CC2C(C1)C(CCS2=O)(C2=CC=CC=C2)C2=CC=CC=C2)C ((1RS,4aRS,7aRS)-6-{[(3-dimethylamino-2-propoxy)phenyl]acetyl}-4,4-diphenylperhydrothiopyrano[2,3-c]pyrrole 1-oxide). Yield: 9.7%. RXN SMILES: [C:1]1([C:7]2([C:17]3[CH:22]=[CH:21][CH:20]=[CH:19][CH:18]=3)[CH:15]3[CH:11]([CH2:12][NH:13][CH2:14]3)[S:10](=[O:16])[CH2:9][CH2:8]2)[CH:6]=[CH:5][CH:4]=[CH:3][CH:2]=1.[CH3:23][N:24]([CH3:39])[CH2:25][CH:26]([O:28][C:29]1[CH:34]=[CH:33][CH:32]=[CH:31][C:30]=1[CH2:35][C:36](O)=[O:37])[CH3:27]>>[CH3:39][N:24]([CH3:23])[CH2:25][CH:26]([O:28][C:29]1[CH:34]=[CH:33][CH:32]=[CH:31][C:30]=1[CH2:35][C:36]([N:13]1[CH2:14][CH:15]2[C:7]([C:1]3[CH:2]=[CH:3][CH:4]=[CH:5][CH:6]=3)([C:17]3[CH:22]=[CH:21][CH:20]=[CH:19][CH:18]=3)[CH2:8][CH2:9][S:10](=[O:16])[CH:11]2[CH2:12]1)=[O:37])[CH3:27]. Procedure details: By carrying out the procedure according to that described in Example 8 below, using 1.82 g of (1RS,4aRS,7aRS)-4,4-diphenylperhydrothiopyrano[2,3-c]-pyrrole 1-oxide and 1.39 g of [(3-dimethylamino-2-propoxy)phenyl]acetic acid, 0.3 g of (1RS,4aRS,7aRS)-6-{[(3-dimethylamino-2-propoxy)phenyl]acetyl}-4,4-diphenylperhydrothiopyrano[2,3-c]pyrrole 1-oxide is obtained in the form of white crystals; melting point 150° C. The reactants are C(C)OC(C(C(C(=C)CC)O)NC=O)=O (2-formylamino-3-hydroxy-4-ethyl-4-pentenoic acid ethyl ester), S(=O)(Br)Br (thionyl bromide), P(OC)(OC)OC (trimethyl phosphite). The product is C(C)OC(C(\C=C(\CP(=O)(OC)OC)/CC)NC=O)=O (E-2-formylamino-4-ethyl-5-dimethylphosphono-3-pentenoic acid ethyl ester). As a reaction SMILES: [CH2:1]([O:3][C:4](=[O:15])[CH:5]([NH:12][CH:13]=[O:14])[CH:6](O)[C:7]([CH2:9][CH3:10])=[CH2:8])[CH3:2].S(Br)(Br)=O.[P:20]([O:25]C)([O:23][CH3:24])[O:21][CH3:22]>>[CH2:1]([O:3][C:4](=[O:15])[CH:5]([NH:12][CH:13]=[O:14])/[CH:6]=[C:7](\[CH2:9][CH3:10])/[CH2:8][P:20]([O:23][CH3:24])([O:21][CH3:22])=[O:25])[CH3:2]. Reported procedure: Reaction of the 2-formylamino-3-hydroxy-4-ethyl-4-pentenoic acid ethyl ester with thionyl bromide and subsequent treatment with trimethyl phosphite in a manner analogous to that described in Example 1 yields E-2-formylamino-4-ethyl-5-dimethylphosphono-3-pentenoic acid ethyl ester. Reactants: ClC1=C(C(=NC2=CC(=CC(=C12)F)F)N1C[C@@H](N(CC1)C(=O)OC(C)(C)C)C)C ((S)-tert-butyl 4-(4-chloro-5,7-difluoro-3-methylquinolin-2-yl)-2-methylpiperazine-1-carboxylate), O1CCN(CC1)C=1C=C(C=NC1)N (5-morpholinopyridin-3-amine). Solvent: C1(=CC=CC=C1)C (toluene). The product is FC1=C2C(=C(C(=NC2=CC(=C1)F)N1C[C@@H](N(CC1)C(=O)OC(C)(C)C)C)C)NC=1C=NC=C(C1)N1CCOCC1 ((S)-tert-butyl 4-(5,7-difluoro-3-methyl-4-(5-morpholinopyridin-3-ylamino)quinolin-2-yl)-2-methylpiperazine-1-carboxylate). Reaction SMILES: Cl[C:2]1[C:11]2[C:6](=[CH:7][C:8]([F:13])=[CH:9][C:10]=2[F:12])[N:5]=[C:4]([N:14]2[CH2:19][CH2:18][N:17]([C:20]([O:22][C:23]([CH3:26])([CH3:25])[CH3:24])=[O:21])[C@@H:16]([CH3:27])[CH2:15]2)[C:3]=1[CH3:28].[O:29]1[CH2:34][CH2:33][N:32]([C:35]2[CH:36]=[C:37]([NH2:41])[CH:38]=[N:39][CH:40]=2)[CH2:31][CH2:30]1>C1(C)C=CC=CC=1>[F:12][C:10]1[CH:9]=[C:8]([F:13])[CH:7]=[C:6]2[C:11]=1[C:2]([NH:41][C:37]1[CH:38]=[N:39][CH:40]=[C:35]([N:32]3[CH2:33][CH2:34][O:29][CH2:30][CH2:31]3)[CH:36]=1)=[C:3]([CH3:28])[C:4]([N:14]1[CH2:19][CH2:18][N:17]([C:20]([O:22][C:23]([CH3:24])([CH3:26])[CH3:25])=[O:21])[C@@H:16]([CH3:27])[CH2:15]1)=[N:5]2. Reported procedure: Essentially prepared according to Procedure H using (S)-tert-butyl 4-(4-chloro-5,7-difluoro-3-methylquinolin-2-yl)-2-methylpiperazine-1-carboxylate (350 mg, 0.85 mmol) and 5-morpholinopyridin-3-amine in toluene to give (S)-tert-butyl 4-(5,7-difluoro-3-methyl-4-(5-morpholinopyridin-3-ylamino)quinolin-2-yl)-2-methylpiperazine-1-carboxylate. 1H NMR (CDCl3) δ ppm 7.93 (1H, d, J=2.3 Hz), 7.69 (1H, d, J=2.2 Hz), 7.29 (1H, ddd, J=10.0, 2.5, 1.4 Hz), 6.89 (1H, d, J=13.1 Hz), 6.80 (1H, ddd, J=13.9, 8.6, ... Reactants: [Br-], [Li]CCCC, CCc1c(OC)cc(C=O)cc1OC, CCOC(=O)C[P+](c1ccccc1)(c1ccccc1)c1ccccc1, CCCCCC, [Cl-], [Na+], C1CCOC1. Product: CCOC(=O)C=Cc1cc(OC)c(CC)c(OC)c1. Reaction SMILES: [Br-:6].[CH2:1]([Li:2])[CH2:3][CH2:4][CH3:5].[CH2:32]([CH3:33])[c:34]1[c:35]([O:44][CH3:45])[cH:36][c:37]([CH:38]=[O:39])[cH:40][c:41]1[O:42][CH3:43].[CH2:7]([CH3:8])[O:9][C:10](=[O:11])[CH2:12][P+:13]([c:14]1[cH:15][cH:16][cH:17][cH:18][cH:19]1)([c:20]1[cH:21][cH:22][cH:23][cH:24][cH:25]1)[c:26]1[cH:27][cH:28][cH:29][cH:30][cH:31]1.[CH3:48][CH2:49][CH2:50][CH2:51][CH2:52][CH3:53].[Cl-:47].[Na+:46].[O:54]1[CH2:55][CH2:56][CH2:57][CH2:58]1>>[CH2:7]([CH3:8])[O:9][C:10](=[O:11])[CH:12]=[CH:38][c:37]1[cH:36][c:35]([O:44][CH3:45])[c:34]([CH2:32][CH3:33])[c:41]([O:42][CH3:43])[cH:40]1.